From a dataset of the Open Reaction Database (ORD), a public repository of structured organic reaction records. describe an organic reaction: reactants, conditions, products, and yield Reactants: C1(=CC=CC=C1)C1=CC=C(C=O)C=C1 (4-phenylbenzaldehyde), C(CC(=O)O)(=O)O (malonic acid), C(C)(=O)[O-].[NH4+] (ammonium acetate). The solvent is COC(C)O (methoxyethanol). Run at temperature 80 celsius. Product: methyl ester hydrochloride, NC(CC(=O)O)C1=CC=C(C=C1)C1=CC=CC=C1 (3-amino-3-biphenyl-4-ylpropionic acid). As a reaction SMILES: [C:1]1([C:7]2[CH:14]=[CH:13][C:10]([CH:11]=O)=[CH:9][CH:8]=2)[CH:6]=[CH:5][CH:4]=[CH:3][CH:2]=1.[C:15]([OH:21])(=[O:20])[CH2:16]C(O)=O.C([O-])(=O)C.[NH4+:26]>COC(O)C>[NH2:26][CH:11]([C:10]1[CH:13]=[CH:14][C:7]([C:1]2[CH:6]=[CH:5][CH:4]=[CH:3][CH:2]=2)=[CH:8][CH:9]=1)[CH2:16][C:15]([OH:21])=[O:20] |f:2.3|. Procedure: 18.2 g of 4-phenylbenzaldehyde, 10.4 g of malonic acid and 15.4 g of ammonium acetate in 150 ml of methoxyethanol are mixed together. After heating overnight at 80° C., the mixture is cooled and the product formed is then washed with ethanol, with ether and then dried. After washing again with water, the product is recrystallized from a methanol/water mixture with a small amount of HCl. A mixture of the expected product and of the methyl ester hydrochloride of 3-amino-3-biphenyl-4-ylpropionic ac... Starting materials: [Cl-].[NH4+] (ammonium chloride), ClC=1C=C(OCC2(CC[C@H]3[C@@H](C[C@@H]4OC(C[C@@H]43)=O)O)OCCO2)C=CC1 ((3aR,4R,5R,6aS)-4-[4-(3-chlorophenoxy)-3,3-(ethylenedioxy)butyl]-5-hydroxy-hexahydro-2H-cyclopenta[b]furan-2-one), N1C=NC=C1 (imidazole), [Si](C1=CC=CC=C1)(C1=CC=CC=C1)(C(C)(C)C)Cl (t-butyldiphenylsilyl chloride). The reagents and catalysts are CN(C)C=1C=CN=CC1 (DMAP). Solvent: C(Cl)Cl (methylene chloride). Reaction conditions: time 4.5 hour. Product: O([Si](C1=CC=CC=C1)(C1=CC=CC=C1)C(C)(C)C)[C@H]1[C@@H]([C@@H]2[C@@H](OC(C2)=O)C1)CCC1(COC2=CC(=CC=C2)Cl)OCCO1 ((3aR,4R,5R,6aS)-5-(t-Butyldiphenylsiloxy)-4-[4-(3-chlorophenoxy)-3,3-(ethylenedioxy)butyl]-hexahydro-2H-cyclopenta[b]furan-2-one). The yield is 81.0%. Reaction SMILES: [Cl:1][C:2]1[CH:3]=[C:4]([CH:24]=[CH:25][CH:26]=1)[O:5][CH2:6][C:7]1([O:23][CH2:22][CH2:21][O:20]1)[CH2:8][CH2:9][C@@H:10]1[C@@H:17]2[C@@H:13]([O:14][C:15](=[O:18])[CH2:16]2)[CH2:12][C@H:11]1[OH:19].N1C=CN=C1.[Si:32](Cl)([C:45]([CH3:48])([CH3:47])[CH3:46])([C:39]1[CH:44]=[CH:43][CH:42]=[CH:41][CH:40]=1)[C:33]1[CH:38]=[CH:37][CH:36]=[CH:35][CH:34]=1.[Cl-].[NH4+]>CN(C1C=CN=CC=1)C.C(Cl)Cl>[O:19]([C@@H:11]1[CH2:12][C@@H:13]2[O:14][C:15](=[O:18])[CH2:16][C@@H:17]2[C@H:10]1[CH2:9][CH2:8][C:7]1([O:23][CH2:22][CH2:21][O:20]1)[CH2:6][O:5][C:4]1[CH:24]=[CH:25][CH:26]=[C:2]([Cl:1])[CH:3]=1)[Si:32]([C:45]([CH3:48])([CH3:47])[CH3:46])([C:39]1[CH:40]=[CH:41][CH:42]=[CH:43][CH:44]=1)[C:33]1[CH:38]=[CH:37][CH:36]=[CH:35][CH:34]=1 |f:3.4|. Reported procedure: To a solution of 10 (700 mg, 1.89 mmol), DMAP (58 mg, 0.48 mmol), and imidazole (192 mg, 2.82 mmol) in methylene chloride (11 mL) was added t-butyldiphenylsilyl chloride (670 mg, 2.45 mmol). After 4.5 h, saturated ammonium chloride (15 mL) was added, the phases were separated, the aqueous layer was extracted with methylene chloride (2×15 mL), the combined organic layers were dried (magnesium sulfate), filtered, concentrated, and chromatographed on a 22 cm tall×26 mm diameter silica gel column el...